describe an organic reaction: reactants, conditions, products, and yield From a dataset of the Open Reaction Database (ORD), a public repository of structured organic reaction records. The reactants are CN(C)C=O, O=C1OC(CCl)CN1c1ccc(Cl)cn1, [N-]=[N+]=[N-], [Na+], O. Product: [N-]=[N+]=NCC1CN(c2ccc(Cl)cn2)C(=O)O1. RXN SMILES: [CH3:20][N:21]([CH3:22])[CH:23]=[O:24].[Cl:1][CH2:2][CH:3]1[CH2:4][N:5]([c:9]2[n:10][cH:11][c:12]([Cl:15])[cH:13][cH:14]2)[C:6](=[O:8])[O:7]1.[N-:17]=[N+:18]=[N-:19].[Na+:16].[OH2:25]>>[CH2:2]([CH:3]1[CH2:4][N:5]([c:9]2[n:10][cH:11][c:12]([Cl:15])[cH:13][cH:14]2)[C:6](=[O:8])[O:7]1)[N:17]=[N+:18]=[N-:19]. Starting materials: [N+](=O)([O-])C1=CC=C(C=C1)C(CO)CC (2-(4-nitrophenyl)butanol). Reagents/catalysts: [Pd] (palladium on charcoal). Solvent: C(C)O (ethanol). Conditions: time 2 hour. Yields the product NC1=CC=C(C=C1)C(CO)CC (2-(4-aminophenyl)butanol). RXN SMILES: [N+:1]([C:4]1[CH:9]=[CH:8][C:7]([CH:10]([CH2:13][CH3:14])[CH2:11][OH:12])=[CH:6][CH:5]=1)([O-])=O>[Pd].C(O)C>[NH2:1][C:4]1[CH:5]=[CH:6][C:7]([CH:10]([CH2:13][CH3:14])[CH2:11][OH:12])=[CH:8][CH:9]=1. Reported procedure: A solution was prepared from 12.9 g of 2-(4-nitrophenyl)butanol and 250 ml of absolute ethanol, 0.65 g of 10% palladium on charcoal catalyst was added and the mixture was hydrogenated in a Parr apparatus at about 2.7 atmospheres for 2 hours. The catalyst was removed by filtration and the solvent was evaporated from the filtrate to leave a crude oil which was purified by kugelrohr distillation (115° C. at 0.2 mm pressure) to give 2-(4-aminophenyl)butanol as a clear-white liquid. Starting materials: ClC1=NC(=NC(=C1OC1=C(C=CC=C1)OC)Cl)C1CC1 (4,6-dichloro-2-cyclopropyl-5-(o-methoxyphenoxy)-pyrimidine), [K].C(C)(C)C=1C=CC(=NC1)S(=O)(=O)N (5-i-propyl-2-pyridyl-sulfonamide potassium salt). The product is C(C)(C)C=1C=CC(=NC1)S(=O)(=O)NC1=NC(=NC(=C1OC1=C(C=CC=C1)OC)Cl)C1CC1 (5-i-propyl-N-[6-chloro-5-(o-methoxyphenoxy)-2-cyclopropyl-pyrimidin-4-yl]-pyridine-2-sulfonamide). RXN SMILES: Cl[C:2]1[C:7]([O:8][C:9]2[CH:14]=[CH:13][CH:12]=[CH:11][C:10]=2[O:15][CH3:16])=[C:6]([Cl:17])[N:5]=[C:4]([CH:18]2[CH2:20][CH2:19]2)[N:3]=1.[K].[CH:22]([C:25]1[CH:26]=[CH:27][C:28]([S:31]([NH2:34])(=[O:33])=[O:32])=[N:29][CH:30]=1)([CH3:24])[CH3:23]>>[CH:22]([C:25]1[CH:26]=[CH:27][C:28]([S:31]([NH:34][C:2]2[C:7]([O:8][C:9]3[CH:14]=[CH:13][CH:12]=[CH:11][C:10]=3[O:15][CH3:16])=[C:6]([Cl:17])[N:5]=[C:4]([CH:18]3[CH2:20][CH2:19]3)[N:3]=2)(=[O:33])=[O:32])=[N:29][CH:30]=1)([CH3:24])[CH3:23] |f:1.2,^1:20|. Reported procedure: According to the procedure described in Example 1g) 3.3 g 4,6-dichloro-2-cyclopropyl-5-(o-methoxyphenoxy)-pyrimidine (prepared according to procedures described in Example 1) was reacted with 5-i-propyl-2-pyridyl-sulfonamide potassium salt to give 4.04 g 5-i-propyl-N-[6-chloro-5-(o-methoxyphenoxy)-2-cyclopropyl-pyrimidin-4-yl]-pyridine-2-sulfonamide. LC-MS: tR=5.64 min, [M−1]−=473.29. Reactants: O=C(O)c1cc2cc(Br)ccc2[nH]1, O=C(n1ccnc1)n1ccnc1, C1COCCN1, C1CCOC1. The product is O=C(c1cc2cc(Br)ccc2[nH]1)N1CCOCC1. Reaction SMILES: [Br:1][c:2]1[cH:3][c:4]2[cH:5][c:6]([C:11](=[O:12])[OH:13])[nH:7][c:8]2[cH:9][cH:10]1.[C:14]([n:15]1[cH:16][cH:17][n:18][cH:19]1)([n:20]1[cH:21][cH:22][n:23][cH:24]1)=[O:25].[CH2:26]1[CH2:27][O:28][CH2:29][CH2:30][NH:31]1.[O:32]1[CH2:33][CH2:34][CH2:35][CH2:36]1>>[Br:1][c:2]1[cH:3][c:4]2[cH:5][c:6]([C:11](=[O:13])[N:31]3[CH2:26][CH2:27][O:28][CH2:29][CH2:30]3)[nH:7][c:8]2[cH:9][cH:10]1. The reactants are O=C([O-])[O-], COCCOC, CCOC(C)=O, CCOC(=O)c1cccc2cc(OS(=O)(=O)C(F)(F)F)ccc12, [Na+], [Na+], O, OB(O)c1ccc(O)cc1, [Pd], c1ccc(P(c2ccccc2)c2ccccc2)cc1, c1ccc(P(c2ccccc2)c2ccccc2)cc1, c1ccc(P(c2ccccc2)c2ccccc2)cc1, c1ccc(P(c2ccccc2)c2ccccc2)cc1. The product is CCOC(=O)c1cccc2cc(-c3ccc(O)cc3)ccc12. Reaction SMILES: [C:24](=[O:25])([O-:26])[O-:27].[CH3:40][O:41][CH2:42][CH2:43][O:44][CH3:45].[CH3:47][CH2:48][O:49][C:50]([CH3:51])=[O:52].[F:1][C:2]([F:3])([F:4])[S:5]([O:6][c:7]1[cH:8][c:9]2[cH:10][cH:11][cH:12][c:13]([C:17](=[O:18])[O:19][CH2:20][CH3:21])[c:14]2[cH:15][cH:16]1)(=[O:22])=[O:23].[Na+:28].[Na+:29].[OH2:46].[OH:30][c:31]1[cH:32][cH:33][c:34]([B:37]([OH:38])[OH:39])[cH:35][cH:36]1.[Pd:53].[c:111]1([P:112]([c:113]2[cH:114][cH:115][cH:116][cH:117][cH:118]2)[c:119]2[cH:120][cH:121][cH:122][cH:123][cH:124]2)[cH:125][cH:126][cH:127][cH:128][cH:129]1.[c:54]1([P:55]([c:56]2[cH:57][cH:58][cH:59][cH:60][cH:61]2)[c:62]2[cH:63][cH:64][cH:65][cH:66][cH:67]2)[cH:68][cH:69][cH:70][cH:71][cH:72]1.[c:73]1([P:74]([c:75]2[cH:76][cH:77][cH:78][cH:79][cH:80]2)[c:81]2[cH:82][cH:83][cH:84][cH:85][cH:86]2)[cH:87][cH:88][cH:89][cH:90][cH:91]1.[c:92]1([P:93]([c:94]2[cH:95][cH:96][cH:97][cH:98][cH:99]2)[c:100]2[cH:101][cH:102][cH:103][cH:104][cH:105]2)[cH:106][cH:107][cH:108][cH:109][cH:110]1>>[c:7]1(-[c:34]2[cH:33][cH:32][c:31]([OH:30])[cH:36][cH:35]2)[cH:8][c:9]2[cH:10][cH:11][cH:12][c:13]([C:17](=[O:18])[O:19][CH2:20][CH3:21])[c:14]2[cH:15][cH:16]1.